The task is: describe an organic reaction: reactants, conditions, products, and yield. This data is from the Open Reaction Database (ORD), a public repository of structured organic reaction records. Starting materials: B.[Na] (sodium boron hydride), C(C)(=O)O (acetic acid), [Cl-].[Na+] (sodium chloride), ClCC(C(=O)C1=CC=C(CC=2C=NC=CC2)C=C1)C (3-[p-(3-chloro-2-methylpropionyl)benzyl]pyridine). Run in C(C)O (ethanol). The product is ClCC(C(O)C1=CC=C(CC=2C=NC=CC2)C=C1)C (3-[p-(3-chloro-1-hydroxy-2-methylpropyl)benzyl]pyridine). Isolated yield 99.0%. RXN SMILES: [Cl:1][CH2:2][CH:3]([CH3:19])[C:4]([C:6]1[CH:18]=[CH:17][C:9]([CH2:10][C:11]2[CH:12]=[N:13][CH:14]=[CH:15][CH:16]=2)=[CH:8][CH:7]=1)=[O:5].B.[Na].C(O)(=O)C.[Cl-].[Na+]>C(O)C>[Cl:1][CH2:2][CH:3]([CH3:19])[CH:4]([C:6]1[CH:18]=[CH:17][C:9]([CH2:10][C:11]2[CH:12]=[N:13][CH:14]=[CH:15][CH:16]=2)=[CH:8][CH:7]=1)[OH:5] |f:1.2,4.5,^1:20|. Procedure details: In 17 ml of ethanol was dissolved 2.28 g of 3-[p-(3-chloro-2-methylpropionyl)benzyl]pyridine, and to the resulting solution was added 0.3 g of sodium boron hydride in small portions with ice-cooling, after which the resulting mixture was subjected to reaction at the same temperature for one hour. To the reaction mixture were added successively 0.54 ml of acetic acid and 30 ml of a saturated aqueous sodium chloride solution, and the resulting mixture was extracted with two 20-ml portions of ethyl...